describe an organic reaction: reactants, conditions, products, and yield From a dataset of the Open Reaction Database (ORD), a public repository of structured organic reaction records. Reactants: CC1=C(CC=2NC(C(=C(N2)SC)C#N)=O)C=CC=C1 (2-(2-methylbenzyl)-4-(methylsulphanyl)-6-oxo-1,6-dihydro-5-pyrimidinecarbonitrile), N1CCC(CC1)CCO (2-(4-piperidinyl)ethan-1-ol). The solvent is C(C)#N (acetonitrile). Product: OCCC1CCN(CC1)C=1N=C(NC(C1C#N)=O)CC1=C(C=CC=C1)C (4-[4-(2-Hydroxyethyl)-1-piperidinyl]-2-(2-methylbenzyl)-6-oxo-1,6-dihydro-5-pyrimidinecarbonitrile). As a reaction SMILES: [CH3:1][C:2]1[CH:19]=[CH:18][CH:17]=[CH:16][C:3]=1[CH2:4][C:5]1[NH:6][C:7](=[O:15])[C:8]([C:13]#[N:14])=[C:9](SC)[N:10]=1.[NH:20]1[CH2:25][CH2:24][CH:23]([CH2:26][CH2:27][OH:28])[CH2:22][CH2:21]1>C(#N)C>[OH:28][CH2:27][CH2:26][CH:23]1[CH2:24][CH2:25][N:20]([C:9]2[N:10]=[C:5]([CH2:4][C:3]3[CH:16]=[CH:17][CH:18]=[CH:19][C:2]=3[CH3:1])[NH:6][C:7](=[O:15])[C:8]=2[C:13]#[N:14])[CH2:21][CH2:22]1. Reported procedure: 0.1 g (0.37 mmol) of 2-(2-methylbenzyl)-4-(methylsulphanyl)-6-oxo-1,6-dihydro-5-pyrimidinecarbonitrile is heated with 0.14 g (1.1 mmol) of 2-(4-piperidinyl)ethan-1-ol in 3 ml of acetonitrile at 90° C. under argon for five days. After cooling to room temperature, the crude product is purified by preparative HPLC. 13 mg (10% of theory) of the title compound are obtained as a colourless solid. Reactants: C(C)(=O)OC1C(C(OC(C2CCCCN2C(C(C2(C(CC(C(C(CC(CC(=CC(C(C1)=O)CC=C)C)C)OC)O2)OC)C)O)=O)=O)=O)C(=CC2CC(C(CC2)O[Si](C2=CC=CC=C2)(C2=CC=CC=C2)C(C)(C)C)OC)C)C (14-acetoxy-17-allyl-12-[2-(4-tert-butyl-diphenylsilyloxy-3-methoxycyclohexyl)-1-methylvinyl]-1-hydroxy-23,25-dimethoxy-13,19,21,27-tetramethyl-11,28-dioxa-4-azatricyclo[22.3.1.04,9 ]octacos-18-ene-2,3,10,16-tetraone), C([O-])([O-])=O.[K+].[K+] (potassium carbonate). Run in C(C)OCC (diethyl ether), O1CCCC1 (tetrahydrofuran). Run at time 3 hour. The product is C(C=C)C1C(C=CC(C(OC(C2CCCCN2C(C(C2(C(CC(C(C(CC(CC(=C1)C)C)OC)O2)OC)C)O)=O)=O)=O)C(=CC2CC(C(CC2)O[Si](C2=CC=CC=C2)(C2=CC=CC=C2)C(C)(C)C)OC)C)C)=O (17-allyl-12-[2-(4-tert-butyl-diphenylsilyloxy-3-methoxycyclohexyl)-1-methylvinyl]-1-hydroxy-23,25-dimethoxy-13,19,21,27-tetramethyl-11,28-dioxa-4-azatricyclo[22.3.1.04,9 ]octacosa-14,18-diene-2,3,10,16-tetraone). Isolated yield 72.5%. Reaction SMILES: C(O[CH:5]1[CH2:31][C:30](=[O:32])[CH:29]([CH2:33][CH:34]=[CH2:35])[CH:28]=[C:27]([CH3:36])[CH2:26][CH:25]([CH3:37])[CH2:24][CH:23]([O:38][CH3:39])[CH:22]2[O:40][C:18]([OH:44])([CH:19]([CH3:43])[CH2:20][CH:21]2[O:41][CH3:42])[C:17](=[O:45])[C:16](=[O:46])[N:15]2[CH:10]([CH2:11][CH2:12][CH2:13][CH2:14]2)[C:9](=[O:47])[O:8][CH:7]([C:48]([CH3:76])=[CH:49][CH:50]2[CH2:55][CH2:54][CH:53]([O:56][Si:57]([C:70]([CH3:73])([CH3:72])[CH3:71])([C:64]3[CH:69]=[CH:68][CH:67]=[CH:66][CH:65]=3)[C:58]3[CH:63]=[CH:62][CH:61]=[CH:60][CH:59]=3)[CH:52]([O:74][CH3:75])[CH2:51]2)[CH:6]1[CH3:77])(=O)C.C(=O)([O-])[O-].[K+].[K+]>O1CCCC1.C(OCC)C>[CH2:33]([CH:29]1[CH:28]=[C:27]([CH3:36])[CH2:26][CH:25]([CH3:37])[CH2:24][CH:23]([O:38][CH3:39])[CH:22]2[O:40][C:18]([OH:44])([CH:19]([CH3:43])[CH2:20][CH:21]2[O:41][CH3:42])[C:17](=[O:45])[C:16](=[O:46])[N:15]2[CH:10]([CH2:11][CH2:12][CH2:13][CH2:14]2)[C:9](=[O:47])[O:8][CH:7]([C:48]([CH3:76])=[CH:49][CH:50]2[CH2:55][CH2:54][CH:53]([O:56][Si:57]([C:70]([CH3:73])([CH3:72])[CH3:71])([C:58]3[CH:63]=[CH:62][CH:61]=[CH:60][CH:59]=3)[C:64]3[CH:69]=[CH:68][CH:67]=[CH:66][CH:65]=3)[CH:52]([O:74][CH3:75])[CH2:51]2)[CH:6]([CH3:77])[CH:5]=[CH:31][C:30]1=[O:32])[CH:34]=[CH2:35] |f:1.2.3|. Reported procedure: To a solution of 14-acetoxy-17-allyl-12-[2-(4-tert-butyl-diphenylsilyloxy-3-methoxycyclohexyl)-1-methylvinyl]-1-hydroxy-23,25-dimethoxy-13,19,21,27-tetramethyl-11,28-dioxa-4-azatricyclo[22.3.1.04,9 ]octacos-18-ene-2,3,10,16-tetraone (43.8 mg) in tetrahydrofuran (1.5 ml) was added potassium carbonate (ca 100 mg) at room temperature and the mixture was stirred at the same temperature for 3 hours. The reaction mixture was diluted with diethyl ether and the resulting solution was washed with a satur... Reactants: Cc1ccc([Mg]Br)cc1 (effective_coupling_partner), CCCCOc1cccc2ccccc12 (substrate). Reagents/catalysts: CC(C)P(C(C)C)C(Nc1ccccc1n3nc(c2ccccc2)cc3c4ccccc4)c5ccccc5. Reaction conditions: temperature 25 celsius, time 24 hour. Yields the product Cc3ccc(c1cccc2ccccc12)cc3. Starting materials: COc1ccc(N(C(=O)c2cccc(-c3cc(OC)c(OC)c(OC)c3)c2)C2CCN(C(=O)OC(C)(C)C)CC2)cc1, CCOC(C)=O, Cl. The product is Cl, COc1ccc(N(C(=O)c2cccc(-c3cc(OC)c(OC)c(OC)c3)c2)C2CCNCC2)cc1. As a reaction SMILES: [C:1]([O:2][C:3](=[O:4])[N:8]1[CH2:9][CH2:10][CH:11]([N:14]([C:15]([c:16]2[cH:17][c:18](-[c:22]3[cH:23][c:24]([O:32][CH3:33])[c:25]([O:30][CH3:31])[c:26]([O:28][CH3:29])[cH:27]3)[cH:19][cH:20][cH:21]2)=[O:34])[c:35]2[cH:36][cH:37][c:38]([O:41][CH3:42])[cH:39][cH:40]2)[CH2:12][CH2:13]1)([CH3:5])([CH3:6])[CH3:7].[CH3:44][CH2:45][O:46][C:47](=[O:48])[CH3:49].[ClH:43]>>[ClH:43].[NH:8]1[CH2:9][CH2:10][CH:11]([N:14]([C:15]([c:16]2[cH:17][c:18](-[c:22]3[cH:23][c:24]([O:32][CH3:33])[c:25]([O:30][CH3:31])[c:26]([O:28][CH3:29])[cH:27]3)[cH:19][cH:20][cH:21]2)=[O:34])[c:35]2[cH:36][cH:37][c:38]([O:41][CH3:42])[cH:39][cH:40]2)[CH2:12][CH2:13]1. Reactants: CCO, CCOC(=O)CCN1CCN(c2cccc([N+](=O)[O-])c2)CC1, NN, O. Product: NNC(=O)CCN1CCN(c2cccc([N+](=O)[O-])c2)CC1. RXN SMILES: [CH3:26][CH2:27][OH:28].[N+:1](=[O:2])([O-:3])[c:4]1[cH:5][c:6]([N:10]2[CH2:11][CH2:12][N:13]([CH2:16][CH2:17][C:18]([O:20][CH2:19][CH3:21])=[O:22])[CH2:14][CH2:15]2)[cH:7][cH:8][cH:9]1.[NH2:24][NH2:25].[OH2:23]>>[N+:1](=[O:2])([O-:3])[c:4]1[cH:5][c:6]([N:10]2[CH2:11][CH2:12][N:13]([CH2:16][CH2:17][C:18](=[O:20])[NH:24][NH2:25])[CH2:14][CH2:15]2)[cH:7][cH:8][cH:9]1. Reactants: CO, [Cl-], [N-]=[N+]=[N-], [NH4+], [Na+], COC(=O)C1OC1(C)c1ccccc1. Yields the product COC(=O)C(O)C(C)(N=[N+]=[N-])c1ccccc1. RXN SMILES: [CH3:21][OH:22].[Cl-:5].[N-:2]=[N+:3]=[N-:4].[NH4+:6].[Na+:1].[c:7]1([C:13]2([CH3:20])[CH:14]([C:15](=[O:16])[O:17][CH3:18])[O:19]2)[cH:8][cH:9][cH:10][cH:11][cH:12]1>>[N:2](=[N+:3]=[N-:4])[C:13]([c:7]1[cH:8][cH:9][cH:10][cH:11][cH:12]1)([CH:14]([C:15](=[O:16])[O:17][CH3:18])[OH:19])[CH3:20]. The reactants are C1(CC1)CBr (cyclopropylmethyl bromide), CC1=CC=C(C=C1)S(=O)(=O)OCCC1CC1 (2-cyclopropylethyl 4-methylbenzenesulfonate), CC=1N=C(SC1C(=O)OCC)N1C(NCC1)=O (ethyl 4-methyl-2-(2-oxoimidazolidin-1-yl)thiazole-5-carboxylate). The product is C1(CC1)CCN1C(N(CC1)C=1SC(=C(N1)C)C(=O)OCC)=O (ethyl 2-(3-(2-cyclopropylethyl)-2-oxoimidazolidin-1-yl)-4-methylthiazole-5-carboxylate). The yield is 60.0%. Reaction SMILES: C1(CBr)CC1.CC1C=CC(S(O[CH2:17][CH2:18][CH:19]2[CH2:21][CH2:20]2)(=O)=O)=CC=1.[CH3:22][C:23]1[N:24]=[C:25]([N:33]2[CH2:37][CH2:36][NH:35][C:34]2=[O:38])[S:26][C:27]=1[C:28]([O:30][CH2:31][CH3:32])=[O:29]>>[CH:19]1([CH2:18][CH2:17][N:35]2[CH2:36][CH2:37][N:33]([C:25]3[S:26][C:27]([C:28]([O:30][CH2:31][CH3:32])=[O:29])=[C:23]([CH3:22])[N:24]=3)[C:34]2=[O:38])[CH2:20][CH2:21]1. Procedure details: Following the procedure as described in Example 10, making variations as required to replace cyclopropylmethyl bromide with 2-cyclopropylethyl 4-methylbenzenesulfonate to react with ethyl 4-methyl-2-(2-oxoimidazolidin-1-yl)thiazole-5-carboxylate, the title compound was obtained in 60% yield: 1H NMR (300 MHz, CDCl3) δ 4.13 (q, J=7.2 Hz, 2H), 3.65 (t, J=7.4 Hz, 2H), 3.43 (t, J=7.8 Hz, 2H), 3.22 (t, J=7.8 Hz, 2H), 2.34 (s, 3H), 1.44-1.15 (m, 5H), 0.57-0.51 (m, 1H), 0.32-0.22 (m, 2H), −0.07-0.11 (m,...